From a dataset of the Open Reaction Database (ORD), a public repository of structured organic reaction records. describe an organic reaction: reactants, conditions, products, and yield Reagents/catalysts: C=1C=CC(=CC1)/C=C/C(=O)/C=C/C2=CC=CC=C2.C=1C=CC(=CC1)/C=C/C(=O)/C=C/C2=CC=CC=C2.C=1C=CC(=CC1)/C=C/C(=O)/C=C/C2=CC=CC=C2.[Pd].[Pd] (tris(dibenzylideneacetone)dipalladium), C=1C=CC(=CC1)/C=C/C(=O)/C=C/C2=CC=CC=C2.C=1C=CC(=CC1)/C=C/C(=O)/C=C/C2=CC=CC=C2.C=1C=CC(=CC1)/C=C/C(=O)/C=C/C2=CC=CC=C2.[Pd].[Pd] (tris(dibenzylideneacetone)dipalladium). As a reaction SMILES: Br[C:2]1[CH:7]=[CH:6][C:5]([C:8]2[N:13]=[C:12]([C:14]3[CH:15]=[N:16][N:17]([CH2:19][O:20][CH2:21][CH2:22][Si:23]([CH3:26])([CH3:25])[CH3:24])[CH:18]=3)[N:11]3[CH:27]=[CH:28][N:29]=[C:10]3[CH:9]=2)=[CH:4][CH:3]=1.[CH:30]12[O:37][CH:34]([CH2:35][CH2:36]1)[CH2:33][NH:32][CH2:31]2.CC([O-])(C)C.[K+].C1(P(C2CCCCC2)C2C=CC=CC=2C2C(OC)=CC=CC=2OC)CCCCC1>C1C=CC(/C=C/C(/C=C/C2C=CC=CC=2)=O)=CC=1.C1C=CC(/C=C/C(/C=C/C2C=CC=CC=2)=O)=CC=1.C1C=CC(/C=C/C(/C=C/C2C=CC=CC=2)=O)=CC=1.[Pd].[Pd].C1COCC1>[CH3:24][Si:23]([CH3:26])([CH3:25])[CH2:22][CH2:21][O:20][CH2:19][N:17]1[CH:18]=[C:14]([C:12]2[N:11]3[CH:27]=[CH:28][N:29]=[C:10]3[CH:9]=[C:8]([C:5]3[CH:6]=[CH:7][C:2]([N:32]4[CH2:31][CH:30]5[O:37][CH:34]([CH2:35][CH2:36]5)[CH2:33]4)=[CH:3][CH:4]=3)[N:13]=2)[CH:15]=[N:16]1 |f:2.3,5.6.7.8.9|. The yield is 49.9%. Reported procedure: To a flask charged with 7-(4-bromophenyl)-5-(1-((2-(trimethylsilyl)ethoxy)methyl)-1H-pyrazol-4-yl)imidazo[1,2-c]pyrimidine (Preparation L; 0.250 g, 0.531 mmol), 8-oxa-3-azabicyclo[3.2.1]octane (0.430 g, 3.80 mmol), and potassium 2-methylpropan-2-olate (0.119 g, 1.06 mmol) was added 6 mL of THF at ambient temperature with stirring. Argon was bubbled through the reaction for 10 minutes before dicyclohexyl(2′,6′-dimethoxybiphenyl-2-yl)phosphine (0.0436 g, 0.106 mmol) and tris(dibenzylideneacetone)d... Reaction conditions: time 4 hour. Reactants: BrC1=CC=C(C=C1)C1=CC=2N(C(=N1)C=1C=NN(C1)COCC[Si](C)(C)C)C=CN2 (7-(4-bromophenyl)-5-(1-((2-(trimethylsilyl)ethoxy)methyl)-1H-pyrazol-4-yl)imidazo[1,2-c]pyrimidine), C12CNCC(CC1)O2 (8-oxa-3-azabicyclo[3.2.1]octane), CC(C)(C)[O-].[K+] (potassium 2-methylpropan-2-olate), C1(CCCCC1)P(C1=C(C=CC=C1)C1=C(C=CC=C1OC)OC)C1CCCCC1 (dicyclohexyl(2′,6′-dimethoxybiphenyl-2-yl)phosphine). The solvent is C1CCOC1 (THF). Yields the product C[Si](CCOCN1N=CC(=C1)C1=NC(=CC=2N1C=CN2)C2=CC=C(C=C2)N2CC1CCC(C2)O1)(C)C (3-(4-(5-(1-((2-(trimethylsilyl)ethoxy)methyl)-1H-pyrazol-4-yl)imidazo[1,2-c]pyrimidin-7-yl)phenyl)-8-oxa-3-azabicyclo[3.2.1]octane). Reactants: ClC1=NC2=CC=CC=C2C(=N1)NC1=CC=CC=C1 ((2-Chloro-quinazolin-4-yl)-phenyl amine), CC1=NNC(=C1)C (3,5-dimethylpyrazole). The solvent is C(C)#N (acetonitrile). Conditions: temperature 130 celsius. The product is CC1=NN(C(=C1)C)C1=NC2=CC=CC=C2C(=N1)NC1=CC=CC=C1 ([2-(3,5-dimethyl-pyrazol-1-yl)-quinazolin-4-yl]-phenyl-amine). The yield is 48.5%. Reaction SMILES: Cl[C:2]1[N:11]=[C:10]([NH:12][C:13]2[CH:18]=[CH:17][CH:16]=[CH:15][CH:14]=2)[C:9]2[C:4](=[CH:5][CH:6]=[CH:7][CH:8]=2)[N:3]=1.[CH3:19][C:20]1[CH:24]=[C:23]([CH3:25])[NH:22][N:21]=1>C(#N)C>[CH3:19][C:20]1[CH:24]=[C:23]([CH3:25])[N:22]([C:2]2[N:11]=[C:10]([NH:12][C:13]3[CH:18]=[CH:17][CH:16]=[CH:15][CH:14]=3)[C:9]3[C:4](=[CH:5][CH:6]=[CH:7][CH:8]=3)[N:3]=2)[N:21]=1. Reported procedure: (2-Chloro-quinazolin-4-yl)-phenyl amine (250 mg, 0.98 mmol) was dissolved in acetonitrile (4 mL) and 3,5-dimethylpyrazole (140 mg, 1.47 mmol) was added. The mixture was heated in a sealed tube at 130° C. for 12 hours. The mixture was concentrated and the residue basified with sodium hydrogencarbonate, extracted with chloroform dried over anhydrous sodium sulfate filtrated and evaporated. The crude product was purified by column chromatography (ethylacetate/hexane) to give [2-(3,5-dimethyl-pyrazo... Starting materials: S(=O)(Cl)Cl (thionyl chloride), CSC=1N=NC(=C(N1)Cl)C(=O)OCC (3-methylthio-5-chloro-6-carboethoxy-1,2,4-triazine), Cl.C(C=C)OC1=C(C(=N)N)C=CC=C1 (2-allyloxybenzamidine hydrochloride), CSC1=NN=C(C(N1)=O)C(=O)OCC (3-methylthio-5-oxo-6-carboethoxy-4,5-dihydro-1,2,4-triazine), S(=O)(Cl)Cl (thionyl chloride). Run in C(C)#N (acetonitrile), C(C)#N (acetonitrile), C(C)N(CC)CC (triethylamine), C(C)N(CC)CC (triethylamine). Conditions: time 8 hour. The product is CSC=1N=NC2=C(N1)N=C(NC2=O)C2=C(C=CC=C2)OCC=C (3-Methylthio-8-oxo-6-(2-allyloxyphenyl)-7,8-dihydropyrimido[4,5-e][1,2,4]triazine). RXN SMILES: [CH3:1][S:2][C:3]1[N:4]=[N:5][C:6]([C:10]([O:12]CC)=O)=[C:7](Cl)[N:8]=1.CSC1NC(=O)C(C(OCC)=O)=NN=1.S(Cl)(Cl)=O.Cl.[CH2:34]([O:37][C:38]1[CH:46]=[CH:45][CH:44]=[CH:43][C:39]=1[C:40]([NH2:42])=[NH:41])[CH:35]=[CH2:36]>C(#N)C.C(N(CC)CC)C>[CH3:1][S:2][C:3]1[N:4]=[N:5][C:6]2[C:10](=[O:12])[NH:42][C:40]([C:39]3[CH:43]=[CH:44][CH:45]=[CH:46][C:38]=3[O:37][CH2:34][CH:35]=[CH2:36])=[N:41][C:7]=2[N:8]=1 |f:3.4|. Procedure details: A cooled (5° C.) solution of 3-methylthio-5-chloro-6-carboethoxy-1,2,4-triazine (prepared by heating 3-methylthio-5-oxo-6-carboethoxy-4,5-dihydro-1,2,4-triazine, 1.5 g, with thionyl chloride, 30 ml, under reflux for two hours and thereafter removing thionyl chloride) in acetonitrile (30 ml) was added to a cooled stirred mixture of 2-allyloxybenzamidine hydrochloride (2.23 g) and triethylamine (1.06 g) in acetonitrile (50 ml). The mixture was stirred with cooling (0°-5° C.) for 15 minutes, then m... Reactants: [Al+3], ClC(Cl)Cl, [Cl-], [Cl-], [Cl-], COc1ccccc1F, O=C(Cl)Cc1ccccc1. Product: COc1ccc(C(=O)Cc2ccccc2)cc1F. RXN SMILES: [Al+3:2].[CH:24]([Cl:25])([Cl:26])[Cl:27].[Cl-:1].[Cl-:3].[Cl-:4].[F:5][c:6]1[c:7]([O:12][CH3:13])[cH:8][cH:9][cH:10][cH:11]1.[c:14]1([CH2:20][C:21](=[O:22])[Cl:23])[cH:15][cH:16][cH:17][cH:18][cH:19]1>>[F:5][c:6]1[c:7]([O:12][CH3:13])[cH:8][cH:9][c:10]([C:21]([CH2:20][c:14]2[cH:15][cH:16][cH:17][cH:18][cH:19]2)=[O:22])[cH:11]1. Starting materials: C(C=C)N(C1=NC(=[N+](C(=N1)NC(=O)OCC(C)C)[O-])NC(=O)OCC(C)C)CC=C (diisobutyl 6-diallylamino-s-triazine-2,4-dicarbamate-3-oxide), C(Cl)Cl (methylene chloride), [OH-].[Na+] (sodium hydroxide). Run in O (water). The product is C(C=C)N(C1=NC=2N(C(=N1)NC(=O)OCC(C)C)OC(N2)=O)CC=C (isobutyl 5-diallylamino-2-oxo-2H-[1,2,4]oxadiazolo[2,3-a]-s-triazine-7-carbamate). Reaction SMILES: [CH2:1]([N:4]([CH2:28][CH:29]=[CH2:30])[C:5]1[N:10]=[C:9]([NH:11][C:12]([O:14][CH2:15][CH:16]([CH3:18])[CH3:17])=[O:13])[N+:8]([O-:19])=[C:7]([NH:20][C:21](OCC(C)C)=[O:22])[N:6]=1)[CH:2]=[CH2:3].C(Cl)Cl.[OH-].[Na+]>O>[CH2:1]([N:4]([CH2:28][CH:29]=[CH2:30])[C:5]1[N:10]=[C:9]([NH:11][C:12]([O:14][CH2:15][CH:16]([CH3:18])[CH3:17])=[O:13])[N:8]2[O:19][C:21](=[O:22])[N:20]=[C:7]2[N:6]=1)[CH:2]=[CH2:3] |f:2.3|. Procedure details: 18 g. of diisobutyl 6-diallylamino-s-triazine-2,4-dicarbamate-3-oxide are dissolved while stirring in 560 ml. of methylene chloride and treated with 1800 ml. of water and sufficient concentrated sodium hydroxide so that the pH value of the mixture amounts to 12.7. The mixture is then stirred for 75 minutes and the two phases are separated. The alkaline-aqueous phase is adjusted to pH 4 with 3-N hydrochloric acid and then extracted three times with methylene chloride. The organic extracts are dri... Reactants: C1(=CC=C(C=C1)C[C@H](C[C@@](C(=O)O)(C)CO)NC(=O)OC(C)(C)C)C1=CC=CC=C1 ((2S,4R)-5-Biphenyl-4-yl-4-t-butoxycarbonylamino-2-hydroxymethyl-2-methyl-pentanoic acid), C=1C=CC2=C(C1)N=NN2O (HOBt), CCN=C=NCCCN(C)C (EDCI), OCCN1C(CCC1)=O (1-(2-hydroxyethyl)-2-pyrrolidone), CN1CCOCC1 (4-methylmorpholine), Cl (HCl), CC#N (MeCN). Run in O1CCOCC1 (dioxane), C(Cl)Cl (DCM). Reaction conditions: time 15 minute. The product is O=C1N(CCC1)CCOC([C@](C[C@@H](CC1=CC=C(C=C1)C1=CC=CC=C1)N)(C)CO)=O ((2S,4R)-4-amino-5-biphenyl-4-yl-2-hydroxymethyl-2-methyl-pentanoic acid 2-(2-oxo-pyrrolidin-1-yl)-ethyl ester). Reaction SMILES: [C:1]1([C:25]2[CH:30]=[CH:29][CH:28]=[CH:27][CH:26]=2)[CH:6]=[CH:5][C:4]([CH2:7][C@@H:8]([NH:17]C(OC(C)(C)C)=O)[CH2:9][C@:10]([CH2:15][OH:16])([CH3:14])[C:11](O)=[O:12])=[CH:3][CH:2]=1.C1C=CC2N(O)N=NC=2C=1.CCN=C=NCCCN(C)C.[OH:52][CH2:53][CH2:54][N:55]1[CH2:59][CH2:58][CH2:57][C:56]1=[O:60].CN1CCOCC1.CC#N.Cl>C(Cl)Cl.O1CCOCC1>[O:60]=[C:56]1[CH2:57][CH2:58][CH2:59][N:55]1[CH2:54][CH2:53][O:52][C:11](=[O:12])[C@@:10]([CH2:15][OH:16])([CH3:14])[CH2:9][C@H:8]([NH2:17])[CH2:7][C:4]1[CH:5]=[CH:6][C:1]([C:25]2[CH:30]=[CH:29][CH:28]=[CH:27][CH:26]=2)=[CH:2][CH:3]=1. Procedure: (2S,4R)-5-Biphenyl-4-yl-4-t-butoxycarbonylamino-2-hydroxymethyl-2-methyl-pentanoic acid (100 mg, 242 μmol), HOBt (98 mg, 726 μmol), and EDCI (128 μL, 726 μmol) were dissolved in DCM (2 mL). After stirring for 15 minutes, 1-(2-hydroxyethyl)-2-pyrrolidone (218 μL, 1.9 mmol) and 4-methylmorpholine (106 μL, 967 μmol) were added. The resulting mixture was stirred at room temperature overnight, and then the reaction was quenched with water. The DCM layer was separated, concentrated, purified ((Interch... Reactants: C(C)(=O)OC(C)=O (Acetic anhydride), ClC1=CC=C(C=C1)S(=O)(=O)CC1=C(C=CC(=C1)F)F (2-[[(4-chlorophenyl)sulfonyl]methyl]-1,4-difluorobenzene), ClC1=CC=C(C=C1)S(=O)(=O)CC1=C(C=CC(=C1)F)F (2-[[(4-chlorophenyl)sulfonyl]methyl]-1,4-difluorobenzene), CN(C)CN(C)C (N,N,N′,N′-tetramethyldiaminomethane), O (Water). The solvent is CN(C=O)C (dimethyl formamide). Reaction conditions: temperature 5 celsius, time 5 hour. The product is ClC1=CC=C(C=C1)S(=O)(=O)C(=C)C1=C(C=CC(=C1)F)F (2-[1-[(4-chlorophenyl)sulfonyl]ethenyl]-1,4-difluorobenzene). Yield: 94.4%. As a reaction SMILES: [Cl:1][C:2]1[CH:7]=[CH:6][C:5]([S:8]([CH2:11][C:12]2[CH:17]=[C:16]([F:18])[CH:15]=[CH:14][C:13]=2[F:19])(=[O:10])=[O:9])=[CH:4][CH:3]=1.[CH3:20]N(CN(C)C)C.C(OC(=O)C)(=O)C.O>CN(C)C=O>[Cl:1][C:2]1[CH:7]=[CH:6][C:5]([S:8]([C:11]([C:12]2[CH:17]=[C:16]([F:18])[CH:15]=[CH:14][C:13]=2[F:19])=[CH2:20])(=[O:10])=[O:9])=[CH:4][CH:3]=1. Procedure details: 2-[[(4-chlorophenyl)sulfonyl]methyl]-1,4-difluorobenzene (Intermediate 1) (100 g, 0.33 mol) and N,N,N′,N′-tetramethyldiaminomethane (34.2 g, 0.50 mol) were dissolved in dimethyl formamide (1000 mL) at 60° C. Acetic anhydride (68.3 g, 1.00 mol) was added slowly and the reaction mixture was aged for 5 hours. Water (1000 mL) was added dropwise and the resulting slurry was cooled to 5° C. The solids were filtered, and the cake washed sequentially with dimethyl formamide:water (40:60, 200 mL) and wat... Reactants: O=C([O-])O, O=c1c(Cc2cccnc2)nc2cccnc2n1-c1cccc(C=Cc2cc(Cl)cc(Cl)c2)c1, O=C(OO)c1cccc(Cl)c1, ClCCl, [Na+]. Yields the product O=c1c(Cc2ccc[n+]([O-])c2)nc2cccnc2n1-c1cccc(C=Cc2cc(Cl)cc(Cl)c2)c1. Reaction SMILES: [C:46](=[O:47])([OH:48])[O-:49].[Cl:1][c:2]1[cH:3][c:4]([CH:9]=[CH:10][c:11]2[cH:12][c:13](-[n:17]3[c:18]4[c:19]([n:20][c:21]([CH2:24][c:25]5[cH:26][n:27][cH:28][cH:29][cH:30]5)[c:22]3=[O:23])[cH:31][cH:32][cH:33][n:34]4)[cH:14][cH:15][cH:16]2)[cH:5][c:6]([Cl:8])[cH:7]1.[Cl:35][c:36]1[cH:37][cH:38][cH:39][c:40]([C:41]([O:42][OH:44])=[O:43])[cH:45]1.[Cl:51][CH2:52][Cl:53].[Na+:50]>>[Cl:1][c:2]1[cH:3][c:4]([CH:9]=[CH:10][c:11]2[cH:12][c:13](-[n:17]3[c:18]4[c:19]([n:20][c:21]([CH2:24][c:25]5[cH:26][n+:27]([O-:43])[cH:28][cH:29][cH:30]5)[c:22]3=[O:23])[cH:31][cH:32][cH:33][n:34]4)[cH:14][cH:15][cH:16]2)[cH:5][c:6]([Cl:8])[cH:7]1. Reactants: COC1=CC2=CC=C(C=C2C=C1)CC (2-methoxy-6-ethylnaphthalene), BrN1C(CCC1=O)=O (N-bromosuccinimide). Run in C(Cl)(Cl)(Cl)Cl (carbon tetrachloride). Product: COC1=CC2=CC=C(C=C2C=C1)C(C)Br (2-Methoxy-6-(1-Bromoethyl) Naphthalene). Reaction SMILES: [CH3:1][O:2][C:3]1[CH:12]=[CH:11][C:10]2[C:5](=[CH:6][CH:7]=[C:8]([CH2:13][CH3:14])[CH:9]=2)[CH:4]=1.[Br:15]N1C(=O)CCC1=O>C(Cl)(Cl)(Cl)Cl>[CH3:1][O:2][C:3]1[CH:12]=[CH:11][C:10]2[C:5](=[CH:6][CH:7]=[C:8]([CH:13]([Br:15])[CH3:14])[CH:9]=2)[CH:4]=1. Procedure details: A mixture of 1.0 gram of 2-methoxy-6-ethylnaphthalene and 1.05 grams of N-bromosuccinimide in 10.0 ml. of carbon tetrachloride was refluxed for 1 hour. During this time, the solids migrated from the bottom of the reaction flask to the top. The mixture was cooled to room temperature and the solids were separated from the liquid by filtration on a small suction filter funnel. The carbon tetrachloride solvent was removed using a rotary vacuum evaporator. The yield was 1.55 grams of a pale oil that ... Starting materials: FC=1C=C(C=CC1C1=CN=CS1)C1=CC(=NN1C=1C=CC(=NC1)S(=O)(=O)N)C(F)(F)F (5-(5-(3-Fluoro-4-(1,3-thiazol-5-yl)phenyl)-3-trifluoromethyl-1H-pyrazol-1-yl)-2-pyridinesulfonamide), Cl.CO (HCl MeOH). Product: Cl.FC=1C=C(C=CC1C1=CN=CS1)C1=CC(=NN1C=1C=CC(=NC1)S(=O)(=O)N)C(F)(F)F (5-(5-(3-Fluoro-4-(1,3-thiazol-5-yl)phenyl)-3-trifluoromethyl-1H-pyrazol-1-yl)-2-pyridinesulfonamide Hydrochloride). Isolated yield 92.1%. Reaction SMILES: [F:1][C:2]1[CH:3]=[C:4]([C:13]2[N:17]([C:18]3[CH:19]=[CH:20][C:21]([S:24]([NH2:27])(=[O:26])=[O:25])=[N:22][CH:23]=3)[N:16]=[C:15]([C:28]([F:31])([F:30])[F:29])[CH:14]=2)[CH:5]=[CH:6][C:7]=1[C:8]1[S:12][CH:11]=[N:10][CH:9]=1.[ClH:32].CO>>[ClH:32].[F:1][C:2]1[CH:3]=[C:4]([C:13]2[N:17]([C:18]3[CH:19]=[CH:20][C:21]([S:24]([NH2:27])(=[O:26])=[O:25])=[N:22][CH:23]=3)[N:16]=[C:15]([C:28]([F:30])([F:31])[F:29])[CH:14]=2)[CH:5]=[CH:6][C:7]=1[C:8]1[S:12][CH:11]=[N:10][CH:9]=1 |f:1.2,3.4|. Reported procedure: 5-(5-(3-Fluoro-4-(1,3-thiazol-5-yl)phenyl)-3-trifluoromethyl-1H-pyrazol-1-yl)-2-pyridinesulfonamide (236 mg, 0.50 mmol) was dissolved with HCl—MeOH and the solvent was removed. The residue was washed with ethyl acetate to afford 233 mg (92.1%) of the titled compound as a slight yellow solid.